From a dataset of the Open Reaction Database (ORD), a public repository of structured organic reaction records. describe an organic reaction: reactants, conditions, products, and yield The reactants are C[O-], CO, CC(C)O, Cc1c(O)ccc2c(CCl)cc(=O)oc12, Cl, [Na+]. RXN SMILES: [CH3:16][O-:17].[CH3:20][OH:21].[CH:22]([OH:23])([CH3:24])[CH3:25].[Cl:1][CH2:2][c:3]1[cH:4][c:5](=[O:15])[o:6][c:7]2[c:8]([CH3:14])[c:9]([OH:13])[cH:10][cH:11][c:12]12.[ClH:19].[Na+:18]>>[CH2:2]([c:3]1[cH:4][c:5](=[O:15])[o:6][c:7]2[c:8]([CH3:14])[c:9]([OH:13])[cH:10][cH:11][c:12]12)[O:17][CH3:16]. Yields the product COCc1cc(=O)oc2c(C)c(O)ccc12. Starting materials: BrC1=CC=C2C=CC(=NC2=C1)C#CC=1C=C(OCC(=O)[O-])C=CC1 (3-(2-(7-bromoquinolin-2-yl)-ethynyl)phenoxyacetate), buffer solution, C([O-])([O-])=O.[K+].[K+] (potassium carbonate). Solvent: C1CCOC1 (THF), CO (methanol). Reaction conditions: time 2.5 hour. The product is BrC1=CC=C2C=CC(=NC2=C1)C#CC=1C=C(C=CC1)O (3-(2-(7-bromoquinolin-2-yl)-ethynyl)phenol). As a reaction SMILES: [Br:1][C:2]1[CH:11]=[C:10]2[C:5]([CH:6]=[CH:7][C:8]([C:12]#[C:13][C:14]3[CH:15]=[C:16]([CH:22]=[CH:23][CH:24]=3)[O:17]CC([O-])=O)=[N:9]2)=[CH:4][CH:3]=1.C(=O)([O-])[O-].[K+].[K+]>C1COCC1.CO>[Br:1][C:2]1[CH:11]=[C:10]2[C:5]([CH:6]=[CH:7][C:8]([C:12]#[C:13][C:14]3[CH:15]=[C:16]([OH:17])[CH:22]=[CH:23][CH:24]=3)=[N:9]2)=[CH:4][CH:3]=1 |f:1.2.3|. Reported procedure: To a solution of the acetate from Step 2 (550 mg) in THF (5 mL) and methanol (5 mL) was added milled potassium carbonate (414 mg) and the mixture stirred at room temperature for 2.5 hours. The mixture was poured into pH 7 buffer solution and extracted with ethyl acetate. The organic layer was dried, filtered and filtrate evaporated to afford the title product as yellow-solid: m.p. 197°-199° C. Reactants: C(C)(C)(C)C=1C=C(C=O)C=C(C1O)C(C)(C)C (3,5-di tert.butyl-4-hydroxybenzaldehyde), C(CC(=O)O)(=O)N (malonic acid monoamide), N1CCCCC1 (piperidine), Cl (hydrochloric acid). Run in N1=CC=CC=C1 (pyridine), O (water). Yields the product C(C)(C)(C)C=1C=C(C=CC(=O)N)C=C(C1O)C(C)(C)C (3.5-di tert.butyl-4-hydroxycinnamamide), product. As a reaction SMILES: [C:1]([C:5]1[CH:6]=[C:7]([CH:10]=[C:11]([C:14]([CH3:17])([CH3:16])[CH3:15])[C:12]=1[OH:13])[CH:8]=O)([CH3:4])([CH3:3])[CH3:2].[C:18]([NH2:24])(=[O:23])[CH2:19]C(O)=O.N1CCCCC1.Cl>O.N1C=CC=CC=1>[C:1]([C:5]1[CH:6]=[C:7]([CH:10]=[C:11]([C:14]([CH3:16])([CH3:17])[CH3:15])[C:12]=1[OH:13])[CH:8]=[CH:19][C:18]([NH2:24])=[O:23])([CH3:3])([CH3:4])[CH3:2]. Reported procedure: 3.5-di tert.butyl-4-hydroxycinnamamide was prepared by heating a mixture of 23.4 grams of 3,5-di tert.butyl-4-hydroxybenzaldehyde, 31 grams of malonic acid monoamide, 75 milliliters of pyridine, and 3 milliliters of piperidine at 90° to 100° C. for 101/2 hours. The reaction mixture was poured into a solution of 75 milliliters of concentrated hydrochloric acid and 100 milliliters of water. The solid which precipitated was filtered off, dried, and recrystallized from benzene. Ten grams of product ... Starting materials: C(C)(=O)[O-].[Na+] (sodium acetate), [Cl-].[NH4+] (ammonium chloride), ice water, crude product, C(C)(C)(C)C1CCC(CC1)C1=C(C=C(C=O)C=C1)N1CCN(CC1)CCCC (4-(4-t-butylcyclohexyl)-3-(4-butylpiperazin-1-yl)benzaldehyde), [Cl-].O[NH3+] (hydroxylammonium chloride). Run in O (water), C(C)(=O)OCC (ethyl acetate), C(C)O (ethanol). Conditions: time 2 hour. The product is C(C)(C)(C)C1CCC(CC1)C1=C(C=C(C=NO)C=C1)N1CCN(CC1)CCCC (4-(4-t-Butylcyclohexyl)-3-(4-butylpiperazin-1-yl)benzaldehydeoxime). Isolated yield 105.6%. As a reaction SMILES: [C:1]([CH:5]1[CH2:10][CH2:9][CH:8]([C:11]2[CH:18]=[CH:17][C:14]([CH:15]=O)=[CH:13][C:12]=2[N:19]2[CH2:24][CH2:23][N:22]([CH2:25][CH2:26][CH2:27][CH3:28])[CH2:21][CH2:20]2)[CH2:7][CH2:6]1)([CH3:4])([CH3:3])[CH3:2].[Cl-].[OH:30][NH3+:31].C([O-])(=O)C.[Na+].[Cl-].[NH4+]>C(OCC)(=O)C.O.C(O)C>[C:1]([CH:5]1[CH2:10][CH2:9][CH:8]([C:11]2[CH:18]=[CH:17][C:14]([CH:15]=[N:31][OH:30])=[CH:13][C:12]=2[N:19]2[CH2:24][CH2:23][N:22]([CH2:25][CH2:26][CH2:27][CH3:28])[CH2:21][CH2:20]2)[CH2:7][CH2:6]1)([CH3:4])([CH3:3])[CH3:2] |f:1.2,3.4,5.6|. Procedure details: To a mixture of the crude product of 4-(4-t-butylcyclohexyl)-3-(4-butylpiperazin-1-yl)benzaldehyde produced in Example (101b) (247 mg), hydroxylammonium chloride (134 mg, 1.93 mmol) and ethanol (10 mL) were added sodium acetate (193 mg, 2.35 mmol) and water (1.5 mL), followed by stirring for 2 hours at room temperature. The reaction mixture was poured into ice water, and then ethyl acetate and saturated aqueous solution of ammonium chloride were added and extraction was performed with ethyl acet...